The task is: describe an organic reaction: reactants, conditions, products, and yield. This data is from the Open Reaction Database (ORD), a public repository of structured organic reaction records. Reactants: OCCN(S(=O)(=O)C1=CC=C(C=C1)C)CCO (N,N-bis-(2-hydroxyethyl)-p-toluenesulfonamide), S(=O)(=O)(C1=CC=C(C)C=C1)Cl (tosyl chloride). Solvent: N1=CC=CC=C1 (pyridine). Yields the product S(=O)(=O)(C1=CC=C(C)C=C1)N(CCOS(=O)(=O)C1=CC=C(C)C=C1)CCOS(=O)(=O)C1=CC=C(C)C=C1 (N,O,O'-tritosyldiethanolamine). RXN SMILES: [OH:1][CH2:2][CH2:3][N:4]([CH2:15][CH2:16][OH:17])[S:5]([C:8]1[CH:13]=[CH:12][C:11]([CH3:14])=[CH:10][CH:9]=1)(=[O:7])=[O:6].[S:18](Cl)([C:21]1[CH:27]=[CH:26][C:24]([CH3:25])=[CH:23][CH:22]=1)(=[O:20])=[O:19]>N1C=CC=CC=1>[S:5]([N:4]([CH2:15][CH2:16][O:17][S:5]([C:8]1[CH:13]=[CH:12][C:11]([CH3:14])=[CH:10][CH:9]=1)(=[O:7])=[O:6])[CH2:3][CH2:2][O:1][S:18]([C:21]1[CH:27]=[CH:26][C:24]([CH3:25])=[CH:23][CH:22]=1)(=[O:20])=[O:19])([C:8]1[CH:13]=[CH:12][C:11]([CH3:14])=[CH:10][CH:9]=1)(=[O:7])=[O:6]. Reported procedure: Procedure 3 is illustrated with the preparation of (-)-(RR)-8a' and (+)-(RR)-8b', with (-)-(R)-6f' as a byproduct. In dry pyridine at 0°, N,N-bis-(2-hydroxyethyl)-p-toluenesulfonamide (m.p. 96°-99°) was tosylated with tosyl chloride by the standard method to give N,O,O'-tritosyldiethanolamine, m.p. 85°-87°. [Can. J. Chem. 45, 1555 (1967) gives 78°-79°]. Reactants: Cl (hydrochloride), C(#N)[C@H]1N(CCC1)C(=O)[C@H]1N([C@H]2[C@@H](C[C@@H]1C2)O)C(=O)OC(C)(C)C (tert-Butyl (1R,3S,4S,6R)-3-{[(2S)-2-cyano-1-pyrrolidinyl]carbonyl}-6-hydroxy-2-azabicyclo[2.2.1]heptane-2-carboxylate). The solvent is O1CCOCC1 (dioxane), O (water). Run at time 5 minute. Yields the product Cl.O[C@@H]1C[C@H]2[C@H](N[C@@H]1C2)C(=O)N2[C@@H](CCC2)C#N ((2S)-1-{[(1R,3S,4S,6R)-6-hydroxy-2-azabicyclo[2.2.1]hept-3-yl]carbonyl}-2-pyrrolidinecarbonitrile hydrochloride). RXN SMILES: [C:1]([C@@H:3]1[CH2:7][CH2:6][CH2:5][N:4]1[C:8]([C@@H:10]1[C@H:15]2[CH2:16][C@H:12]([C@H:13]([OH:17])[CH2:14]2)[N:11]1C(OC(C)(C)C)=O)=[O:9])#[N:2].[ClH:25]>O1CCOCC1.O>[ClH:25].[OH:17][C@H:13]1[C@H:12]2[CH2:16][C@H:15]([C@@H:10]([C:8]([N:4]3[CH2:5][CH2:6][CH2:7][C@H:3]3[C:1]#[N:2])=[O:9])[NH:11]2)[CH2:14]1 |f:4.5|. Procedure: To a solid of tert-butyl (1R,3S,4S,6R)-3-{[(2S)-2-cyano-1-pyrrolidinyl]carbonyl}-6-hydroxy-2-azabicyclo[2.2.1]heptane-2-carboxylate obtained in Example 42-8 (796 mg), was added a mixture of 4N hydrochloride in dioxane (1.87 mL) and water (0.13 mL). The mixture was stirred at room temperature for 5 minutes. The resulting mixture was evaporated in vacuo and the residual solid was washed with isopropyl alcohol. The solid was recrystalized from ethanol-water to give the target compound as a white cr... Starting materials: ClC1=CC=NC2=CC=C(C=C12)Br (4-chloro-6-bromoquinoline), CN1C(=NN=C1)S (4-methyl-4H-[1,2,4]triazole-3-thiol), C([O-])([O-])=O.[K+].[K+] (potassium carbonate). The solvent is CN(C)C=O (DMF). Conditions: temperature 60 celsius, time 18 hour. The product is BrC=1C=C2C(=CC=NC2=CC1)SC1=NN=CN1C (6-bromo-4-(4-methyl-4H-[1,2,4]triazol-3-ylsulfanyl)-quinoline). The yield is 90.7%. Reaction SMILES: Cl[C:2]1[C:11]2[C:6](=[CH:7][CH:8]=[C:9]([Br:12])[CH:10]=2)[N:5]=[CH:4][CH:3]=1.[CH3:13][N:14]1[CH:18]=[N:17][N:16]=[C:15]1[SH:19].C(=O)([O-])[O-].[K+].[K+]>CN(C=O)C>[Br:12][C:9]1[CH:10]=[C:11]2[C:6](=[CH:7][CH:8]=1)[N:5]=[CH:4][CH:3]=[C:2]2[S:19][C:15]1[N:14]([CH3:13])[CH:18]=[N:17][N:16]=1 |f:2.3.4|. Reported procedure: A capped vial was charged with 4-chloro-6-bromoquinoline (500 mg, 2.06 mmol), 4-methyl-4H-[1,2,4]triazole-3-thiol (238 mg, 2.06 mmol), potassium carbonate (427 mg, 3.09 mmol), and DMF (5 mL). The reaction mixture was stirred at 60° C. for 18 h then at 90° C. for another 24 h, and cooled to room temperature. The reaction mixture was poured onto water (50 mL), and the resulting precipitate was filtered, washed with water and dried in a vacuum oven at 70° C. overnight to provide 600 mg of 6-bromo-4...